Dataset: the Open Reaction Database (ORD), a public repository of structured organic reaction records. Task: describe an organic reaction: reactants, conditions, products, and yield Reactants: C1CCOC1, OCC1CC1, Fc1cccc(F)n1, [H-], [Na+]. The product is Fc1cccc(OCC2CC2)n1. RXN SMILES: [CH2:16]1[O:17][CH2:18][CH2:19][CH2:20]1.[CH:1]1([CH2:4][OH:5])[CH2:2][CH2:3]1.[F:8][c:9]1[n:10][c:11]([F:15])[cH:12][cH:13][cH:14]1.[H-:6].[Na+:7]>>[CH:1]1([CH2:4][O:5][c:11]2[n:10][c:9]([F:8])[cH:14][cH:13][cH:12]2)[CH2:2][CH2:3]1.